Dataset: the Open Reaction Database (ORD), a public repository of structured organic reaction records. Task: describe an organic reaction: reactants, conditions, products, and yield The reactants are [N+](=O)([O-])C1=C(C=CC=C1)C(C=O)=C (2-[2-Nitrophenyl]acrolein), [O-]CC.[Na+] (sodium ethoxide), C(=O)NC(C(=O)OCC)C(=O)OCC (diethyl formamidomalonate), solution. The solvent is C(C)O (ethanol), C(C)O (ethanol), C(C)O (ethanol). Reaction conditions: time 1 hour. Product: C(C)OC(=O)C1(N(C(C(C1)C1=C(C=CC=C1)[N+](=O)[O-])O)C=O)C(=O)OCC (1-Formyl-5-hydroxy-4-[2-nitrophenyl]-pyrrolidine-2,2-dicarboxylic acid diethylester). RXN SMILES: [N+:1]([C:4]1[CH:9]=[CH:8][CH:7]=[CH:6][C:5]=1[C:10](=[CH2:13])[CH:11]=[O:12])([O-:3])=[O:2].[CH:14]([NH:16][CH:17]([C:23]([O:25][CH2:26][CH3:27])=[O:24])[C:18]([O:20][CH2:21][CH3:22])=[O:19])=[O:15].[O-]CC.[Na+]>C(O)C>[CH2:26]([O:25][C:23]([C:17]1([C:18]([O:20][CH2:21][CH3:22])=[O:19])[CH2:13][CH:10]([C:5]2[CH:6]=[CH:7][CH:8]=[CH:9][C:4]=2[N+:1]([O-:3])=[O:2])[CH:11]([OH:12])[N:16]1[CH:14]=[O:15])=[O:24])[CH3:27] |f:2.3|. Reported procedure: To a stirred, icebath-cooled mixture of 42.5 g. (0.24 mol) of acrolein of Example 1 and 50.4 g (0.25 mol) of diethyl formamidomalonate in 200 ml. of absolute ethanol was added, over 15 minutes, 4 ml. of a 1M solution of sodium ethoxide in ethanol. The mixture was stirred at 5° for 1 hour as the Michael adduct crystallized out. After the suspension had been stored for 4 hours at -20°, the product was collected by filtration washed with ethanol (-60°) and dried to yield 82.4 g (90%) of offwhite cr... Reaction conditions: temperature 80 celsius. Yield: 96.0%. Yields the product OCC1=CC(=NO1)C(=O)OCC (ethyl 5-(hydroxymethyl)isoxazole-3-carboxylate). Reported procedure: To a mixture of ethynylcyclopentane (0.74 mL; 6.05 mmol) and ethyl 2-nitroacetate (1.37 mL; 12.11 mmol) in ethanol (9 mL) in an Ace pressure tube was added 1,4-diazobicyclo[2.2.2]octane (DABCO, 0.070 g; 0.60 mmol). The tube was heated at 80° C. for 96 h. The mixture was evaporated. The flash chromatography on silica gel (eluent: 20 to 80% dichloromethane in heptane) of the residue provided 1.21 g (96%) of ethyl 5-(hydroxymethyl)isoxazole-3-carboxylate as an oil. As a reaction SMILES: [C:1]([CH:3]1CCCC1)#[CH:2].[N+:8]([CH2:11][C:12]([O:14][CH2:15][CH3:16])=[O:13])([O-:10])=O.C([OH:19])C>C1N2CCN(CC2)C1>[OH:19][CH2:3][C:1]1[O:10][N:8]=[C:11]([C:12]([O:14][CH2:15][CH3:16])=[O:13])[CH:2]=1. The reactants are C(#C)C1CCCC1 (ethynylcyclopentane), [N+](=O)([O-])CC(=O)OCC (ethyl 2-nitroacetate), C(C)O (ethanol). The reagents and catalysts are C1CN2CCN1CC2 (1,4-diazobicyclo[2.2.2]octane).